Task: describe an organic reaction: reactants, conditions, products, and yield. Dataset: the Open Reaction Database (ORD), a public repository of structured organic reaction records Starting materials: CNCCC1=CC=CC=C1 (N-methyl-2-phenylethanamine), CCN(C(C)C)C(C)C (DiPEA), BrC1=CC=CC(=N1)\C=C/1\C(NC(S1)=O)=O ((Z)-5-((6-bromopyridin-2-yl)methylene)thiazolidine-2,4-dione). Run in CS(=O)C (DMSO). Conditions: temperature 110 celsius, time 48 hour. The product is CN(C1=CC=CC(=N1)\C=C/1\C(NC(S1)=O)=O)CCC1=CC=CC=C1 ((Z)-5-((6-(methyl(phenethyl)amino)pyridin-2-yl)methylene)thiazolidine-2,4-dione). Reaction SMILES: [CH3:1][NH:2][CH2:3][CH2:4][C:5]1[CH:10]=[CH:9][CH:8]=[CH:7][CH:6]=1.CCN(C(C)C)C(C)C.Br[C:21]1[N:26]=[C:25](/[CH:27]=[C:28]2/[C:29](=[O:34])[NH:30][C:31](=[O:33])[S:32]/2)[CH:24]=[CH:23][CH:22]=1>CS(C)=O>[CH3:1][N:2]([CH2:3][CH2:4][C:5]1[CH:10]=[CH:9][CH:8]=[CH:7][CH:6]=1)[C:21]1[N:26]=[C:25](/[CH:27]=[C:28]2/[C:29](=[O:34])[NH:30][C:31](=[O:33])[S:32]/2)[CH:24]=[CH:23][CH:22]=1. Reported procedure: An 8 mL round-bottomed vial was charged with N-methyl-2-phenylethanamine (43 mg, 0.318 mmol, 1 equiv.) and DMSO (1 mL, 0.3 M), DiPEA (105 μL, 0.636 mmol, 2 equiv.), (Z)-5-((6-bromopyridin-2-yl)methylene)thiazolidine-2,4-dione (91 mg, 0.318 mmol, 1 equiv.), and the vial was purged with argon. The mixture was shaken for 48 h at 110° C. The reaction mixture was then partitioned between CH2Cl2 (10 mL) and sat. NaCl (20 mL). The aqueous layer was back extracted with CH2Cl2 (2×15 mL) and the combined ... Starting materials: O=C1CCC(CC1)C(=O)OCC (ethyl 4-oxocyclohexanecarboxylate), C=1(O)C(O)=CC=CC1 (pyrocatechol), O.C1(=CC=C(C=C1)S(=O)(=O)O)C (para-toluenesulfonic acid monohydrate). Solvent: C(C)OCC (diethyl ether), C1(=CC=CC=C1)C (toluene). Product: C12(CCC(CC1)C(=O)OCC)OC1=C(O2)C=CC=C1 (ethyl spiro[benzo[d][1,3]dioxole-2,1′-cyclohexane]-4′-carboxylate). RXN SMILES: [O:1]=[C:2]1[CH2:7][CH2:6][CH:5]([C:8]([O:10][CH2:11][CH3:12])=[O:9])[CH2:4][CH2:3]1.[C:13]1([C:15](=[CH:17][CH:18]=[CH:19][CH:20]=1)O)[OH:14].O.C1(C)C=CC(S(O)(=O)=O)=CC=1>C1(C)C=CC=CC=1.C(OCC)C>[C:2]12([O:14][C:13]3[CH:15]=[CH:17][CH:18]=[CH:19][C:20]=3[O:1]1)[CH2:7][CH2:6][CH:5]([C:8]([O:10][CH2:11][CH3:12])=[O:9])[CH2:4][CH2:3]2 |f:2.3|. Reported procedure: To a solution of ethyl 4-oxocyclohexanecarboxylate (22.75 g) and pyrocatechol (14.75 g) in toluene (200 mL) was added catalytic amount of para-toluenesulfonic acid monohydrate and the mixture was stirred under reflux and a Dean-Stark trap overnight. The mixture was diluted with diethyl ether (600 mL) and washed with aqueous NaHCO3, water and brine. After drying over Na2SO4, the mixture was filtered and the solvent was evaporated under vacuum to provide the title compound. Reactants: C1CCOC1, CCOC(=O)C1(C)CCN(C(=O)OC(C)(C)C)CC1, CCO, O. Product: CC1(CO)CCN(C(=O)OC(C)(C)C)CC1. As a reaction SMILES: [CH2:20]1[O:21][CH2:22][CH2:23][CH2:24]1.[CH3:1][C:2]1([C:15](=[O:16])[O:17][CH2:18][CH3:19])[CH2:3][CH2:4][N:5]([C:8](=[O:9])[O:10][C:11]([CH3:12])([CH3:13])[CH3:14])[CH2:6][CH2:7]1.[CH3:25][CH2:26][OH:27].[OH2:28]>>[CH3:1][C:2]1([CH2:15][OH:16])[CH2:3][CH2:4][N:5]([C:8](=[O:9])[O:10][C:11]([CH3:12])([CH3:13])[CH3:14])[CH2:6][CH2:7]1. The reactants are CCOP(=O)(CC#N)OCC, C1CCOC1, C[Si](C)(C)[N-][Si](C)(C)C, [Li+], COc1cc(OC)cc(C(=O)c2ccc3c(c2)OCCCO3)c1, O. Product: COc1cc(OC)cc(C(=CC#N)c2ccc3c(c2)OCCCO3)c1. Reaction SMILES: [CH2:1]([O:2][P:3](=[O:4])([O:5][CH2:6][CH3:7])[CH2:9][C:10]#[N:11])[CH3:8].[CH2:46]1[O:47][CH2:48][CH2:49][CH2:50]1.[CH3:12][Si:13]([N-:14][Si:15]([CH3:16])([CH3:17])[CH3:18])([CH3:19])[CH3:20].[Li+:21].[O:22]1[c:23]2[c:24]([cH:29][c:30]([C:33](=[O:34])[c:35]3[cH:36][c:37]([O:43][CH3:44])[cH:38][c:39]([O:41][CH3:42])[cH:40]3)[cH:31][cH:32]2)[O:25][CH2:26][CH2:27][CH2:28]1.[OH2:45]>>[CH:9]([C:10]#[N:11])=[C:33]([c:30]1[cH:29][c:24]2[c:23]([cH:32][cH:31]1)[O:22][CH2:28][CH2:27][CH2:26][O:25]2)[c:35]1[cH:36][c:37]([O:43][CH3:44])[cH:38][c:39]([O:41][CH3:42])[cH:40]1.